This data is from the Open Reaction Database (ORD), a public repository of structured organic reaction records. The task is: describe an organic reaction: reactants, conditions, products, and yield Reactants: FC(F)(F)c1ccc(-c2ccccc2Br)cc1, [Cl-], CC(C)(C)P(Cl)C(C)(C)C, I, [Mg]. Product: CC(C)(C)P(c1ccccc1-c1ccc(C(F)(F)F)cc1)C(C)(C)C. Reaction SMILES: [Br:2][c:3]1[c:4](-[c:9]2[cH:10][cH:11][c:12]([C:15]([F:16])([F:17])[F:18])[cH:13][cH:14]2)[cH:5][cH:6][cH:7][cH:8]1.[Cl-:20].[Cl:21][P:22]([C:23]([CH3:24])([CH3:25])[CH3:26])[C:27]([CH3:28])([CH3:29])[CH3:30].[I:19].[Mg:1]>>[c:3]1([P:22]([C:23]([CH3:24])([CH3:25])[CH3:26])[C:27]([CH3:28])([CH3:29])[CH3:30])[c:4](-[c:9]2[cH:10][cH:11][c:12]([C:15]([F:16])([F:17])[F:18])[cH:13][cH:14]2)[cH:5][cH:6][cH:7][cH:8]1.